Dataset: the Open Reaction Database (ORD), a public repository of structured organic reaction records. Task: describe an organic reaction: reactants, conditions, products, and yield The reactants are C1(=CC=CC=C1)C (toluene), C(C)(C)N(C(C)C)CC (N,N-diisopropylethylamine), C(C1=CC=CC=C1)OCN1C(=CC2=C1C=NNC2=O)Br (1-benzyloxymethyl-2-bromo-1,5-dihydropyrrolo[2,3-d]pyridazin-4-one), [H][H] (hydrogen). The reagents and catalysts are [Pd] (palladium). Run in O1CCCC1 (tetrahydrofuran). Yields the product C(C1=CC=CC=C1)OCN1C=CC2=C1C=NNC2=O (1-Benzyloxymethyl-1,5-dihydropyrrolo[2,3-d]pyridazin-4-one). The yield is 95.2%. As a reaction SMILES: [CH2:1]([O:8][CH2:9][N:10]1[C:14]2[CH:15]=[N:16][NH:17][C:18](=[O:19])[C:13]=2[CH:12]=[C:11]1Br)[C:2]1[CH:7]=[CH:6][CH:5]=[CH:4][CH:3]=1.C1(C)C=CC=CC=1.C(N(CC)C(C)C)(C)C.[H][H]>[Pd].O1CCCC1>[CH2:1]([O:8][CH2:9][N:10]1[C:14]2[CH:15]=[N:16][NH:17][C:18](=[O:19])[C:13]=2[CH:12]=[CH:11]1)[C:2]1[CH:7]=[CH:6][CH:5]=[CH:4][CH:3]=1. Procedure details: To 33.4 g (100 mmol) of 1-benzyloxymethyl-2-bromo-1,5-dihydropyrrolo[2,3-d]pyridazin-4-one obtained in Reference example 17-(d) were added 4.5 g of 5% palladium-active carbon, 330 ml of toluene, 330 ml of tetrahydrofuran and 21 ml (121 mmol) of N,N-diisopropylethylamine, and the mixture was stirred under 1 atm hydrogen atmosphere at 60° C. for 1 hour. After completion of the reaction, the insoluble material in the reaction suspension was removed by filtration, followed by washing with 300 ml of ... The reactants are COC(=O)C1=CCCC1, [Li]CCCC, CC(NCc1ccccc1)c1ccccc1, C1CCOC1, CCOC(C)=O. The product is COC(=O)C1(O)CCCC1N(Cc1ccccc1)C(C)c1ccccc1. Reaction SMILES: [C:22]1([C:27](=[O:28])[O:29][CH3:30])=[CH:23][CH2:24][CH2:25][CH2:26]1.[CH2:17]([Li:18])[CH2:19][CH2:20][CH3:21].[CH2:1]([c:2]1[cH:3][cH:4][cH:5][cH:6][cH:7]1)[NH:8][CH:9]([c:10]1[cH:11][cH:12][cH:13][cH:14][cH:15]1)[CH3:16].[CH2:31]1[CH2:34][CH2:33][CH2:32][O:35]1.[CH3:36][CH2:37][O:38][C:39](=[O:40])[CH3:41]>>[CH2:1]([c:2]1[cH:3][cH:4][cH:5][cH:6][cH:7]1)[N:8]([CH:9]([c:10]1[cH:11][cH:12][cH:13][cH:14][cH:15]1)[CH3:16])[CH:23]1[C:22]([C:27](=[O:28])[O:29][CH3:30])([OH:35])[CH2:26][CH2:25][CH2:24]1. Starting materials: C(C)(C)(C)C1=CC=C(C=C1)N1C(N(C(C1=O)(C)C)CC1=CC=2N(C=C1)OC(N2)=S)=O (3-(4-tert-butylphenyl)-5,5-dimethyl-1-[(2-thioxo-2H-[1,2,4]oxadiazolo[2,3-a]pyridin-7-yl)methyl]imidazolidine-2,4-dione), NC=1C=NC=CC1 (3-aminopyridine). The solvent is O1CCOCC1 (dioxane). Run at temperature 130 celsius. Product: C(C)(C)(C)C1=CC=C(C=C1)N1C(N(C(C1=O)(C)C)CC1=CC(=NC=C1)NC(=O)NC=1C=NC=CC1)=O (1-(4-{[3-(4-tert-butylphenyl)-5,5-dimethyl-2,4-dioxoimidazolidin-1-yl]methyl}pyridin-2-yl)-3-pyridin-3-ylurea). Isolated yield 56.3%. Reaction SMILES: [C:1]([C:5]1[CH:10]=[CH:9][C:8]([N:11]2[C:15](=[O:16])[C:14]([CH3:18])([CH3:17])[N:13]([CH2:19][C:20]3[CH:25]=[CH:24][N:23]4[O:26][C:27](=S)[N:28]=[C:22]4[CH:21]=3)[C:12]2=[O:30])=[CH:7][CH:6]=1)([CH3:4])([CH3:3])[CH3:2].[NH2:31][C:32]1[CH:33]=[N:34][CH:35]=[CH:36][CH:37]=1>O1CCOCC1>[C:1]([C:5]1[CH:10]=[CH:9][C:8]([N:11]2[C:15](=[O:16])[C:14]([CH3:18])([CH3:17])[N:13]([CH2:19][C:20]3[CH:25]=[CH:24][N:23]=[C:22]([NH:28][C:27]([NH:31][C:32]4[CH:33]=[N:34][CH:35]=[CH:36][CH:37]=4)=[O:26])[CH:21]=3)[C:12]2=[O:30])=[CH:7][CH:6]=1)([CH3:4])([CH3:3])[CH3:2]. Procedure details: To a solution of 200 mg of 3-(4-tert-butylphenyl)-5,5-dimethyl-1-[(2-thioxo-2H-[1,2,4]oxadiazolo[2,3-a]pyridin-7-yl)methyl]imidazolidine-2,4-dione obtained in stage b) of Example 9 in 4 mL of dioxane are added 53 mg of 3-aminopyridine. The reaction mixture is heated by microwave at 130° C. for 20 minutes and concentrated under reduced pressure. The residue is purified by chromatography on a column of silica, eluting with a mixture of dichloromethane and methanol (98/2 by volume) to give 129 mg o... The reactants are C(C(CCl)O)Cl (dichlorohydrin), C(Cl)C1CO1 (epichlorohydrin), alkali hydroxide, C(Cl)C1CO1 (epichlorohydrin), C(C(CCl)O)Cl (dichlorohydrin). Solvent: O (water). Yields the product alkali hydroxide, C(C(CCl)O)Cl (dichlorohydrin), O.C(Cl)C1CO1 (water epichlorohydrin). As a reaction SMILES: [CH2:1]([CH:3]1[O:5][CH2:4]1)[Cl:2].[CH2:6]([Cl:11])[CH:7]([OH:10])[CH2:8][Cl:9]>O>[CH2:6]([Cl:11])[CH:7]([OH:10])[CH2:8][Cl:9].[OH2:5].[CH2:1]([CH:3]1[O:5][CH2:4]1)[Cl:2] |f:4.5|. Procedure: British Patent Specification 974,164, for example, discloses a process and apparatus for the production of epichlorohydrin from dichlorohydrin in which an aqueous reaction medium comprising an inorganic alkali hydroxide, water and dichlorohydrin are mixed and then treated with steam in a reactor column at a temperature below 55° C. to strip epichlorohydrin formed by the reaction between the inorganic alkali hydroxide and dichlorohydrin from the reaction mixture as a gaseous water-epichlorohydrin... Starting materials: BrCC1CC1, O=C([O-])[O-], O=C(c1ccc(Cl)cc1)c1ccc2[nH]c(=O)cc(-c3cccc(Cl)c3)c2c1, ClCCl, [Cs+], [Cs+], CN(C)C=O. The product is O=C(c1ccc(Cl)cc1)c1ccc2c(c1)c(-c1cccc(Cl)c1)cc(=O)n2CC1CC1. As a reaction SMILES: [Br:34][CH2:35][CH:36]1[CH2:37][CH2:38]1.[C:28](=[O:29])([O-:30])[O-:31].[Cl:1][c:2]1[cH:3][cH:4][c:5]([C:6](=[O:7])[c:8]2[cH:9][c:10]3[c:11](-[c:19]4[cH:20][c:21]([Cl:25])[cH:22][cH:23][cH:24]4)[cH:12][c:13](=[O:18])[nH:14][c:15]3[cH:16][cH:17]2)[cH:26][cH:27]1.[Cl:44][CH2:45][Cl:46].[Cs+:32].[Cs+:33].[O:39]=[CH:40][N:41]([CH3:42])[CH3:43]>>[Cl:1][c:2]1[cH:3][cH:4][c:5]([C:6](=[O:7])[c:8]2[cH:9][c:10]3[c:11](-[c:19]4[cH:20][c:21]([Cl:25])[cH:22][cH:23][cH:24]4)[cH:12][c:13](=[O:18])[n:14]([CH2:35][CH:36]4[CH2:37][CH2:38]4)[c:15]3[cH:16][cH:17]2)[cH:26][cH:27]1. Reactants: C(C)(C)(C)N1CCN(CC1)C1=C(C=C(C=C1F)F)C1S[C@H](C(N1CCC(C)(C)C)=O)CC(=O)O (2-((5S)-2-(2-(4-tert-Butylpiperazin-1-yl)-3,5-difluorophenyl)-3-(3,3-dimethylbutyl)-4-oxothiazolidin-5-yl)acetic acid), Cl (HCl), N1CCC(CC1)N1C(NC2=C(CC1)C=CC=C2)=O (3-(piperidin-4-yl)-4,5-dihydro-1H-benzo[d][1,3]diazepin-2(3H)-one), C(CCl)Cl (EDC), C=1C=CC2=C(C1)N=NN2O (HOBt), Cl (HCl). The solvent is CCOC(=O)C (EtOAc), O1CCOCC1 (dioxane), CO (methanol), CN(C)C=O (DMF). Run at time 16 hour. Product: Cl.C(C)(C)(C)N1CCN(CC1)C1=C(C=C(C=C1F)F)C1S[C@H](C(N1CCC(C)(C)C)=O)CC(N1CCC(CC1)N1C(NC2=C(CC1)C=CC=C2)=O)=O ((5S)-2-(2-(4-tert-butylpiperazin-1-yl)-3,5-difluorophenyl)-3-(3,3-dimethylbutyl)-5-(2-oxo-2-(4-(2-oxo-4,5-dihydro-1H-benzo[d][1,3]diazepin-3 (2H)-yl)piperidin-1-yl)ethyl)thiazolidin-4-one hydrochloride). The yield is 50.0%. As a reaction SMILES: [C:1]([N:5]1[CH2:10][CH2:9][N:8]([C:11]2[C:16]([F:17])=[CH:15][C:14]([F:18])=[CH:13][C:12]=2[CH:19]2[N:23]([CH2:24][CH2:25][C:26]([CH3:29])([CH3:28])[CH3:27])[C:22](=[O:30])[C@H:21]([CH2:31][C:32](O)=[O:33])[S:20]2)[CH2:7][CH2:6]1)([CH3:4])([CH3:3])[CH3:2].C(Cl)C[Cl:37].C1C=CC2N(O)N=NC=2C=1.[NH:49]1[CH2:54][CH2:53][CH:52]([N:55]2[CH2:61][CH2:60][C:59]3[CH:62]=[CH:63][CH:64]=[CH:65][C:58]=3[NH:57][C:56]2=[O:66])[CH2:51][CH2:50]1.Cl>CN(C=O)C.O1CCOCC1.CO.CCOC(C)=O>[ClH:37].[C:1]([N:5]1[CH2:6][CH2:7][N:8]([C:11]2[C:16]([F:17])=[CH:15][C:14]([F:18])=[CH:13][C:12]=2[CH:19]2[N:23]([CH2:24][CH2:25][C:26]([CH3:27])([CH3:29])[CH3:28])[C:22](=[O:30])[C@H:21]([CH2:31][C:32](=[O:33])[N:49]3[CH2:50][CH2:51][CH:52]([N:55]4[CH2:61][CH2:60][C:59]5[CH:62]=[CH:63][CH:64]=[CH:65][C:58]=5[NH:57][C:56]4=[O:66])[CH2:53][CH2:54]3)[S:20]2)[CH2:9][CH2:10]1)([CH3:3])([CH3:4])[CH3:2] |f:9.10|. Procedure: 2-((5S)-2-(2-(4-tert-Butylpiperazin-1-yl)-3,5-difluorophenyl)-3-(3,3-dimethylbutyl)-4-oxothiazolidin-5-yl)acetic acid (60 mg, 0.12 mmol), EDC (23 mg, 0.12 mmol), HOBt (18 mg, 0.12 mmol), and 3-(piperidin-4-yl)-4,5-dihydro-1H-benzo[d][1,3]diazepin-2(3H)-one (30 mg, 0.12 mmol) were combined in DMF and let stir for 16 hrs. The reaction mixture was poured into EtOAc/sat'd NaHCO3 and the organic layer dried and concentrated to a solid, which was purified by flash chromatography to give the product. T... Starting materials: C#Cc1ccc(CCC(=O)OC)cc1, Ic1ccccn1. The product is COC(=O)CCc1ccc(C#Cc2ccccn2)cc1. Reaction SMILES: [C:1](#[CH:2])[c:3]1[cH:4][cH:5][c:6]([CH2:9][CH2:10][C:11](=[O:12])[O:13][CH3:14])[cH:7][cH:8]1.[I:15][c:16]1[n:17][cH:18][cH:19][cH:20][cH:21]1>>[C:1](#[C:2][c:16]1[n:17][cH:18][cH:19][cH:20][cH:21]1)[c:3]1[cH:4][cH:5][c:6]([CH2:9][CH2:10][C:11](=[O:12])[O:13][CH3:14])[cH:7][cH:8]1. Starting materials: [N+](=O)([O-])C=1C=C2C(C(=CNC2=CC1)C#N)=O (6-nitro-4-oxo-1,4-dihydro-quinoline-3-carbonitrile), P(=O)(Cl)(Cl)Cl (phosphorous oxychloride). The product is ClC1=C(C=NC2=CC=C(C=C12)[N+](=O)[O-])C#N (4-Chloro-6-nitro-quinoline-3-carbonitrile). Reaction SMILES: [N+:1]([C:4]1[CH:5]=[C:6]2[C:11](=[CH:12][CH:13]=1)[NH:10][CH:9]=[C:8]([C:14]#[N:15])[C:7]2=O)([O-:3])=[O:2].P(Cl)(Cl)([Cl:19])=O>>[Cl:19][C:7]1[C:6]2[C:11](=[CH:12][CH:13]=[C:4]([N+:1]([O-:3])=[O:2])[CH:5]=2)[N:10]=[CH:9][C:8]=1[C:14]#[N:15]. Reported procedure: A mixture of 31.3 g (0.147 mol) of 6-nitro-4-oxo-1,4-dihydro-quinoline-3-carbonitrile and 160 mL of phosphorous oxychloride was refluxed for 5.5 h. The phosphorous oxychloride was removed in vacuo and the residue was poured over ice and neutralized with sodium bicarbonate. The product was collected, washed with water and dried in vacuo (50° C.). There was obtained 33.5 g of tan solid; solid: mass spectrum (electrospray, m/e): M+H 234.